This data is from the Open Reaction Database (ORD), a public repository of structured organic reaction records. The task is: describe an organic reaction: reactants, conditions, products, and yield Reactants: Cl (hydrochloric acid), C(C1=CC=CC=C1)N1C(N([C@@H]([C@@H]1C(=O)OC)C(=O)O)CC1=CC=CC=C1)=O ((4S,5R)-1,3-dibenzyl-5-methoxycarbonyl-2-oxoimidazolidine-4-carboxylic acid), C(C)(C)O (isopropanol), [BH4-].[Na+] (sodium borohydride). The solvent is O1CCCC1 (tetrahydrofuran), O1CCCC1 (tetrahydrofuran), O (water), C(Cl)(Cl)Cl (Chloroform). Reaction conditions: time 30 minute. Product: C(C1=CC=CC=C1)N1C(N([C@H]2[C@@H]1COC2=O)CC2=CC=CC=C2)=O ((3aS,6aR)-1,3-dibenzylhexahydro-1H-furo[3,4-d]imidazole-2,4-dione). Isolated yield 97.5%. As a reaction SMILES: [CH2:1]([N:8]1[C@@H:12]([C:13](OC)=[O:14])[C@@H:11]([C:17](O)=[O:18])[N:10]([CH2:20][C:21]2[CH:26]=[CH:25][CH:24]=[CH:23][CH:22]=2)[C:9]1=[O:27])[C:2]1[CH:7]=[CH:6][CH:5]=[CH:4][CH:3]=1.C(O)(C)C.[BH4-].[Na+].Cl>O1CCCC1.O.C(Cl)(Cl)Cl>[CH2:20]([N:10]1[C@H:11]2[CH2:17][O:18][C:13](=[O:14])[C@H:12]2[N:8]([CH2:1][C:2]2[CH:7]=[CH:6][CH:5]=[CH:4][CH:3]=2)[C:9]1=[O:27])[C:21]1[CH:26]=[CH:25][CH:24]=[CH:23][CH:22]=1 |f:2.3|. Procedure details: A solution of (4S,5R)-1,3-dibenzyl-5-methoxycarbonyl-2-oxoimidazolidine-4-carboxylic acid (mp., 149°-150° C., [α]36525 =-27.7° at c=1 in DMF, 368 mg) in tetrahydrofuran (3 ml) and isopropanol (0.50 g) was added dropwise to a mixture of sodium borohydride (100 mg) and tetrahydrofuran (3 ml) at 5°-10° C. The obtained mixture was allowed to warm up to room temperature and to react at the same temperature for 5 hours. Then, 1N hydrochloric acid (10 ml) was added dropwise to the reaction mixture. The... Starting materials: [BH4-].[Na+] (sodium borohydride), O=C(C(C(=O)OCC)CC1=CC(=CC=C1)OC(C(F)F)(F)F)C=1N=C(SC1)C1=CC=CC=C1 (ethyl 3-oxo-3-(2-phenyl-1,3-thiazol-4-yl)-2-[3-(1,1,2,2-tetrafluoroethoxy)benzyl]propionate). The reagents and catalysts are [Cl-].[Zn+2].[Cl-] (zinc chloride). Run in CCOCC (ether), CCOCC (ether). Run at time 2 hour. Yields the product OC(C(C(=O)OCC)CC1=CC(=CC=C1)OC(C(F)F)(F)F)C=1N=C(SC1)C1=CC=CC=C1 (ethyl 3-hydroxy-3-(2-phenyl-1,3-thiazol-4-yl)-2-[3-(1,1,2,2-tetrafluoroethoxy)benzyl]propionate). Yield: 76.3%. Reaction SMILES: [BH4-].[Na+].[O:3]=[C:4]([C:25]1[N:26]=[C:27]([C:30]2[CH:35]=[CH:34][CH:33]=[CH:32][CH:31]=2)[S:28][CH:29]=1)[CH:5]([CH2:11][C:12]1[CH:17]=[CH:16][CH:15]=[C:14]([O:18][C:19]([F:24])([F:23])[CH:20]([F:22])[F:21])[CH:13]=1)[C:6]([O:8][CH2:9][CH3:10])=[O:7]>CCOCC.[Cl-].[Zn+2].[Cl-]>[OH:3][CH:4]([C:25]1[N:26]=[C:27]([C:30]2[CH:31]=[CH:32][CH:33]=[CH:34][CH:35]=2)[S:28][CH:29]=1)[CH:5]([CH2:11][C:12]1[CH:17]=[CH:16][CH:15]=[C:14]([O:18][C:19]([F:23])([F:24])[CH:20]([F:22])[F:21])[CH:13]=1)[C:6]([O:8][CH2:9][CH3:10])=[O:7] |f:0.1,4.5.6|. Procedure: To a suspension (50 ml) of zinc chloride (3.41 g, 25 mmol) in ether was added sodium borohydride (1.89 g, 50 mmol) at room temperature, and the mixture was stirred as it was for 2 hrs. Insoluble material was filtered off. To the filtrate was added a solution of ethyl 3-oxo-3-(2-phenyl-1,3-thiazol-4-yl)-2-[3-(1,1,2,2-tetrafluoroethoxy)benzyl]propionate (6.01 g, 12.5 mmol) in ether (40 ml) under ice-cooling, and the mixture was stirred as it was for 1 hr. The reaction was quenched with 1N hydrochl... The reactants are Cl[O-].[Na+] (Sodium hypochlorite), FC1=CC=C(C=C1)N1C(C2=CC=C(C=C2C=C1CCCCC(=O)OC(C)(C)C)C=NO)=O (tert-butyl 5-(2-(4-fluorophenyl)-6-((hydroxyimino)methyl)-1-oxo-1,2-dihydroisoquinolin-3-yl)pentanoate), FC1=CC=C(C=C1)CC#C (1-fluoro-4-(prop-2-ynyl)benzene). The solvent is ClCCl (dichloromethane), ClCCl (dichloromethane). Run at time 8 hour. Product: FC1=CC=C(CC2=CC(=NO2)C=2C=C3C=C(N(C(C3=CC2)=O)C2=CC=C(C=C2)F)CCCCC(=O)OC(C)(C)C)C=C1 (tert-butyl 5-(6-(5-(4-fluorobenzyl)isoxazol-3-yl)-2-(4-fluorophenyl)-1-oxo-1,2-dihydroisoquinolin-3-yl)pentanoate). Yield: 78.5%. Reaction SMILES: Cl[O-].[Na+].[F:4][C:5]1[CH:10]=[CH:9][C:8]([N:11]2[C:20]([CH2:21][CH2:22][CH2:23][CH2:24][C:25]([O:27][C:28]([CH3:31])([CH3:30])[CH3:29])=[O:26])=[CH:19][C:18]3[C:13](=[CH:14][CH:15]=[C:16]([CH:32]=[N:33][OH:34])[CH:17]=3)[C:12]2=[O:35])=[CH:7][CH:6]=1.[F:36][C:37]1[CH:42]=[CH:41][C:40]([CH2:43][C:44]#[CH:45])=[CH:39][CH:38]=1>ClCCl>[F:36][C:37]1[CH:42]=[CH:41][C:40]([CH2:43][C:44]2[O:34][N:33]=[C:32]([C:16]3[CH:17]=[C:18]4[C:13](=[CH:14][CH:15]=3)[C:12](=[O:35])[N:11]([C:8]3[CH:9]=[CH:10][C:5]([F:4])=[CH:6][CH:7]=3)[C:20]([CH2:21][CH2:22][CH2:23][CH2:24][C:25]([O:27][C:28]([CH3:29])([CH3:30])[CH3:31])=[O:26])=[CH:19]4)[CH:45]=2)=[CH:39][CH:38]=1 |f:0.1|. Procedure details: Sodium hypochlorite (1.408 mL, 0.912 mmol) was added to a stirred, room temperature mixture of tert-butyl 5-(2-(4-fluorophenyl)-6-((hydroxyimino)methyl)-1-oxo-1,2-dihydroisoquinolin-3-yl)pentanoate (100 mg, 0.228 mmol) and 1-fluoro-4-(prop-2-ynyl)benzene (61.2 mg, 0.456 mmol) in dichloromethane (2 mL), and the mixture was stirred at room temperature for overnight. The reaction was checked with LCMS and starting material was all consumed. The mixture was diluted with dichloromethane (10 mL), wash... The reactants are OC(C(C)=O)(C)C1=CC=CC=C1 (3-hydroxy-3-phenylbutan-2-one), 1057h, CC(C(C)=O)=O (2,3-butanedione), Grignard reagent, C(=O)(C)C(=O)C (biacetyl), C1(=CC=CC=C1)[Mg]Br (phenylmagnesium bromide). Product: CC(O)C(CC1=CC=CC=C1)=O (methylphenylacetylcarbinol). Yield: 30.0%. As a reaction SMILES: OC([C:7]1[CH:12]=[CH:11][CH:10]=[CH:9][CH:8]=1)(C)C(=O)C.[CH3:13][C:14](=[O:18])[C:15](=[O:17])[CH3:16].C1([Mg]Br)C=CC=CC=1>>[CH3:16][CH:15]([C:14](=[O:18])[CH2:13][C:7]1[CH:12]=[CH:11][CH:10]=[CH:9][CH:8]=1)[OH:17]. Procedure details: The preparation of 3-hydroxy-3-phenylbutan-2-one by reaction of 2,3-butanedione with an appropriate Grignard reagent is described in an article by Lapkin and Golovkova in Zuhr. Obshchei Khim (J. Gen. Chem.) 19, 701-6 (1949) and abstracted in Chemical Abstracts 44, 1057h (1950). The reaction of biacetyl with phenylmagnesium bromide (31.4 g) gave 30% methylphenylacetylcarbinol. The reaction conditions are not specifically described but earlier in the abstract the solvent used was diethyl ether and... The reactants are BrCC1CCCCC1, COc1ccc(-c2ccc(=O)[nH]c2)cc1, CC#N, [K+], [K+], O=C([O-])[O-]. The product is COc1ccc(-c2ccc(=O)n(CC3CCCCC3)c2)cc1. RXN SMILES: [Br:22][CH2:23][CH:24]1[CH2:25][CH2:26][CH2:27][CH2:28][CH2:29]1.[CH3:1][O:2][c:3]1[cH:4][cH:5][c:6](-[c:9]2[cH:10][cH:11][c:12](=[O:15])[nH:13][cH:14]2)[cH:7][cH:8]1.[CH3:30][C:31]#[N:32].[K+:16].[K+:17].[O-:18][C:19]([O-:20])=[O:21]>>[CH3:1][O:2][c:3]1[cH:4][cH:5][c:6](-[c:9]2[cH:10][cH:11][c:12](=[O:15])[n:13]([CH2:23][CH:24]3[CH2:25][CH2:26][CH2:27][CH2:28][CH2:29]3)[cH:14]2)[cH:7][cH:8]1. The reactants are [OH-].C[N+](C)(C)C (tetramethylammonium hydroxide), C(C)Br (ethyl bromide), CN(C=O)C (N,N-dimethylformamide), C(=O)(O)CN1C(SC(C1=O)=CC1=CC=CC=C1)=S (3-carboxymethyl-5-benzylidenerhodanine). The solvent is CO (methanol). Conditions: time 25 minute. Yields the product C(=O)(OCC)CN1C(SC(C1=O)=CC1=CC=CC=C1)=S (3-Carboethoxymethyl-5-benzylidenerhodanine). Reaction SMILES: CN(C)C=O.[C:6]([CH2:9][N:10]1[C:14](=[O:15])[C:13](=[CH:16][C:17]2[CH:22]=[CH:21][CH:20]=[CH:19][CH:18]=2)[S:12][C:11]1=[S:23])([OH:8])=[O:7].[OH-].C[N+](C)(C)C.[CH2:30](Br)[CH3:31]>CO>[C:6]([CH2:9][N:10]1[C:14](=[O:15])[C:13](=[CH:16][C:17]2[CH:22]=[CH:21][CH:20]=[CH:19][CH:18]=2)[S:12][C:11]1=[S:23])([O:8][CH2:30][CH3:31])=[O:7] |f:2.3|. Procedure: Under an atmosphere of nitrogen, 4.2 ml of anhydrous N,N-dimethylformamide was added dropwise to 0.279 g of 3-carboxymethyl-5-benzylidenerhodanine (prepared as described in Example 1) at room temperature, and then 1.14 ml of methanol solution of 91.15 mg of tetramethylammonium hydroxide was added dropwise. After the mixture was stirred at room temperature for 20-30 minutes, 0.075 ml of ethyl bromide was added dropwise to the reaction mixture. The mixture was stirred at the same temperature for a... Product: O=C1C=C(Nc2ccc(F)cc2)CCN1. As a reaction SMILES: [NH2:1][c:2]1[cH:3][cH:4][c:5]([F:6])[cH:7][cH:8]1.[O:9]=[C:10]1[NH:11][CH2:12][CH2:13][C:14](=[O:16])[CH2:15]1>>[NH:1]([c:2]1[cH:3][cH:4][c:5]([F:6])[cH:7][cH:8]1)[C:14]1=[CH:15][C:10](=[O:9])[NH:11][CH2:12][CH2:13]1. Reactants: Nc1ccc(F)cc1, O=C1CCNC(=O)C1. Starting materials: N#Cc1ccc(F)cc1Cl, CC1NCCC1C(C)(C)O. RXN SMILES: [Cl:11][c:12]1[c:13]([C:14]#[N:15])[cH:16][cH:17][c:18]([F:20])[cH:19]1.[OH:1][C:2]([CH3:3])([CH3:4])[CH:5]1[CH:6]([CH3:10])[NH:7][CH2:8][CH2:9]1>>[OH:1][C:2]([CH3:3])([CH3:4])[CH:5]1[CH:6]([CH3:10])[N:7]([c:18]2[cH:17][cH:16][c:13]([C:14]#[N:15])[c:12]([Cl:11])[cH:19]2)[CH2:8][CH2:9]1. Product: CC1C(C(C)(C)O)CCN1c1ccc(C#N)c(Cl)c1.